Dataset: the Open Reaction Database (ORD), a public repository of structured organic reaction records. Task: describe an organic reaction: reactants, conditions, products, and yield The reactants are ClCCl, O=C(Cl)C(=O)Cl, O, O=C(O)c1ccc[nH]1, Cl[Sn](Cl)(Cl)Cl, O=C1c2ccccc2C(=O)N1n1cccc1. Product: O=C(c1ccc[nH]1)c1cccn1N1C(=O)c2ccccc2C1=O. RXN SMILES: [Cl:36][CH2:37][Cl:38].[Cl:9][C:10]([C:11]([Cl:12])=[O:13])=[O:14].[OH2:39].[OH:1][C:2](=[O:3])[c:4]1[cH:5][cH:6][cH:7][nH:8]1.[Sn:15]([Cl:16])([Cl:17])([Cl:18])[Cl:19].[n:20]1([N:25]2[C:26](=[O:35])[c:27]3[cH:28][cH:29][cH:30][cH:31][c:32]3[C:33]2=[O:34])[cH:21][cH:22][cH:23][cH:24]1>>[C:2](=[O:3])([c:4]1[cH:5][cH:6][cH:7][nH:8]1)[c:21]1[n:20]([N:25]2[C:26](=[O:35])[c:27]3[cH:28][cH:29][cH:30][cH:31][c:32]3[C:33]2=[O:34])[cH:24][cH:23][cH:22]1. The reactants are C1(CCCCC1)N=C=NC1CCCCC1 (N,N'-dicyclohexylcarbodiimide), OCCCCCCCCOC=1C=NC(=NC1)C1=CC=C(C=O)C=C1 (4-(5-[8-hydroxyoctyloxy]pyrimidin-2-yl)benzaldehyde), C(C=C)(=O)O (acrylic acid). The reagents and catalysts are CN(C1=CC=NC=C1)C (4-(dimethylamino)pyridine). Run in ClCCl (dichloromethane). Conditions: time 8 hour. Product: C(C=C)(=O)OCCCCCCCCOC=1C=NC(=NC1)C1=CC=C(C=O)C=C1 (4-(5-[8-acryloyloxyoctyloxy]pyrimidin-2-yl)benzaldehyde). Yield: 75.4%. As a reaction SMILES: C1(N=C=NC2CCCCC2)CCCCC1.[OH:16][CH2:17][CH2:18][CH2:19][CH2:20][CH2:21][CH2:22][CH2:23][CH2:24][O:25][C:26]1[CH:27]=[N:28][C:29]([C:32]2[CH:39]=[CH:38][C:35]([CH:36]=[O:37])=[CH:34][CH:33]=2)=[N:30][CH:31]=1.[C:40](O)(=[O:43])[CH:41]=[CH2:42]>CN(C)C1C=CN=CC=1.ClCCl>[C:40]([O:16][CH2:17][CH2:18][CH2:19][CH2:20][CH2:21][CH2:22][CH2:23][CH2:24][O:25][C:26]1[CH:27]=[N:28][C:29]([C:32]2[CH:39]=[CH:38][C:35]([CH:36]=[O:37])=[CH:34][CH:33]=2)=[N:30][CH:31]=1)(=[O:43])[CH:41]=[CH2:42]. Procedure: 4.2 g of N,N'-dicyclohexylcarbodiimide were added within 5 minutes while stirring to a solution of 5.5 g of 4-(5-[8-hydroxyoctyloxy]pyrimidin-2-yl)benzaldehyde, 1.2 g of acrylic acid and 0.2 g of 4-(dimethylamino)pyridine in 25 ml of dichloromethane. The reaction mixture was stirred overnight, filtered and the filtrate was concentrated. Chromatography of the residue on silica gel with hexane/ethyl acetate (vol. 8:2) and recrystallization from ethyl alcohol of the fractions which were pure accord... The reactants are [OH-].[Na+] (sodium hydroxide), ClC1=CC=C(C=C1)S(=O)(=O)NC1CC=2C=CC(=CC2CC1)CC(=O)OCC (ethyl 6-(4-chlorophenyl)sulfonylamino-5,6,7,8-tetrahydronaphthalene-2-acetate). Run in C(C)O (ethanol). Run at time 8 hour. Product: ClC1=CC=C(C=C1)S(=O)(=O)NC1CC=2C=CC(=CC2CC1)CC(=O)O (6-(4-chlorophenyl)sulfonylamino-5,6,7,8-tetrahydronaphthalene-2-acetic acid). Yield: 82.5%. As a reaction SMILES: [OH-].[Na+].[Cl:3][C:4]1[CH:9]=[CH:8][C:7]([S:10]([NH:13][CH:14]2[CH2:23][CH2:22][C:21]3[CH:20]=[C:19]([CH2:24][C:25]([O:27]CC)=[O:26])[CH:18]=[CH:17][C:16]=3[CH2:15]2)(=[O:12])=[O:11])=[CH:6][CH:5]=1>C(O)C>[Cl:3][C:4]1[CH:5]=[CH:6][C:7]([S:10]([NH:13][CH:14]2[CH2:23][CH2:22][C:21]3[CH:20]=[C:19]([CH2:24][C:25]([OH:27])=[O:26])[CH:18]=[CH:17][C:16]=3[CH2:15]2)(=[O:12])=[O:11])=[CH:8][CH:9]=1 |f:0.1|. Procedure: 28 ml of ethanol and 10 ml of a 2N aqueous sodium hydroxide solution are added to 2.81 g of ethyl 6-(4-chlorophenyl)sulfonylamino-5,6,7,8-tetrahydronaphthalene-2-acetate, and the mixture is stirred at room temperature overnight. After ethanol is removed from the mixture, water is added thereto, and the mixture is washed with methylene chloride. 10% hydrochloric acid is added to the water layer, and the mixture is extracted with ethyl acetate. The extract is washed, dried and evaporated to remove... Reactants: mercaptan, C1(=CC=CC=C1)OP(=O)(OC1=CC=CC=C1)OC=1[C@@H]([C@H]2N(C1C(=O)OCC=C)C([C@@H]2[C@@H](C)O)=O)C (allyl(1R,5R,6S)-2-(diphenylphosphono)oxy-6-((1R)-1-hydroxyethyl)-1-methylcarbapen-2-em-3-carboxylate), C(C=C)OC(=O)N1C[C@H](C[C@H]1CC1=CN2C(S1)=CN=C2Cl)SC(C2=CC=CC=C2)=O ((3S,5S)-1-allyloxycarbonyl-3-benzoylthio-5-(5-chloroimidazo[5,1-b]thiazol-2-yl)methylpyrrolidine). Product: mercaptan, C(C=C)OC(=O)N1C[C@H](C[C@H]1CC1=CN2C(S1)=CN=C2Cl)SC=2[C@@H]([C@H]1N(C2C(=O)OCC=C)C([C@@H]1[C@@H](C)O)=O)C (Allyl(1R,5S,6S)-2-[(3S,5S)-1-allyloxycarbonyl-5-(5-chloroimidazo[5,1-b]thiazol-2-yl)methylpyrrolidin-3-yl]thio-6-((1R)-1-hydroxyethyl)-1-methylcarbapen-2-em-3-carboxylate). Yield: 58.9%. RXN SMILES: [CH2:1]([O:4][C:5]([N:7]1[C@H:11]([CH2:12][C:13]2[S:17][C:16]3=[CH:18][N:19]=[C:20]([Cl:21])[N:15]3[CH:14]=2)[CH2:10][C@H:9]([S:22]C(=O)C2C=CC=CC=2)[CH2:8]1)=[O:6])[CH:2]=[CH2:3].C1(OP(O[C:48]2[C@H:49]([CH3:65])[C@@H:50]3[C@@H:60]([C@H:61]([OH:63])[CH3:62])[C:59](=[O:64])[N:51]3[C:52]=2[C:53]([O:55][CH2:56][CH:57]=[CH2:58])=[O:54])(OC2C=CC=CC=2)=O)C=CC=CC=1>>[CH2:1]([O:4][C:5]([N:7]1[C@H:11]([CH2:12][C:13]2[S:17][C:16]3=[CH:18][N:19]=[C:20]([Cl:21])[N:15]3[CH:14]=2)[CH2:10][C@H:9]([S:22][C:48]2[C@H:49]([CH3:65])[C@@H:50]3[C@@H:60]([C@H:61]([OH:63])[CH3:62])[C:59](=[O:64])[N:51]3[C:52]=2[C:53]([O:55][CH2:56][CH:57]=[CH2:58])=[O:54])[CH2:8]1)=[O:6])[CH:2]=[CH2:3]. Reported procedure: The procedure of Example 23-a) is repeated, except that 303.0 mg of (3S,5S)-1-allyloxycarbonyl-3-benzoylthio-5-(5-chloroimidazo[5,1-b]thiazol-2-yl)methylpyrrolidine described in Synthesis Example 23 is used. Thus, 261.0 mg of a mercaptan compound is prepared as a yellow oil. Allyl(1R,5S,6S)-2-[(3S,5S)-1-allyloxycarbonyl-5-(5-chloroimidazo[5,1-b]thiazol-2-yl)methylpyrrolidin-3-yl]thio-6-((1R)-1-hydroxyethyl)-1-methylcarbapen-2-em-3-carboxylate (186.7 mg) is prepared as a colorless amorphous mater... The reactants are FC(S(=O)(=O)OC1=CC=C(C=C1)OC)(F)F (4-trifluoromethane-sulfonyloxyanisole), C1(=CC=CC=C1)B(O)O (phenylboronic acid), [F-].[K+] (potassium fluoride), (π-allyl)palladium chloride. The reagents and catalysts are C1(=CC=CC=C1)C1(C(C1)(C)P(C(C)(C)C)C(C)(C)C)C1=CC=CC=C1 (2,2-diphenyl-1-(di-tert-butyl-phosphino)-1-methylcyclopropane). Solvent: C1(=CC=CC=C1)C (toluene). Run at temperature 80 celsius, time 1.5 hour. Product: COC1=CC=C(C=C1)C1=CC=CC=C1 (4-methoxybiphenyl). Yield: 97.1%. RXN SMILES: FC(F)(F)S(O[C:7]1[CH:12]=[CH:11][C:10]([O:13][CH3:14])=[CH:9][CH:8]=1)(=O)=O.[C:17]1(B(O)O)[CH:22]=[CH:21][CH:20]=[CH:19][CH:18]=1.[F-].[K+]>C1(C2(C3C=CC=CC=3)CC2(P(C(C)(C)C)C(C)(C)C)C)C=CC=CC=1.C1(C)C=CC=CC=1>[CH3:14][O:13][C:10]1[CH:11]=[CH:12][C:7]([C:17]2[CH:22]=[CH:21][CH:20]=[CH:19][CH:18]=2)=[CH:8][CH:9]=1 |f:2.3|. Reported procedure: Under a nitrogen atmosphere, 4-trifluoromethane-sulfonyloxyanisole (0.49 g, 1.9 mmol), phenylboronic acid (0.29 g, 2.4 mmol), potassium fluoride (0.24 g, 4.2 mmol), (π-allyl)palladium chloride (3.6 mg, 0.01 mmol), 2,2-diphenyl-1-(di-tert-butylphosphino)-1-methylcyclopropane (14.0 mg, 0.04 mmol) obtained in Example 4 and toluene (4 ml) were placed in a reaction flask and stirred for 1.5 hours at 80° C. The reaction mixture was cooled, washed with water, and dried over anhydrous magnesium sulfate....